From a dataset of the Open Reaction Database (ORD), a public repository of structured organic reaction records. describe an organic reaction: reactants, conditions, products, and yield The reactants are N1=CC(=CC=C1)C[C@@H]1COC2=CC=C(C=C2[C@H]1O)O (trans-3-(3-pyridylmethyl)-4,6-chromandiol), BrCC1=NC(=CC=C1)C (2-(bromomethyl)-6-methyl pyridine). Product: CC1=CC=CC(=N1)COC=1C=C2[C@H]([C@@H](COC2=CC1)CC=1C=NC=CC1)O (trans-6-(6-Methyl-2-pyridyl)methoxy-3-(3-pyridyl)methyl-4-chromanol). Reaction SMILES: [N:1]1[CH:6]=[CH:5][CH:4]=[C:3]([CH2:7][C@H:8]2[C@H:17]([OH:18])[C:16]3[C:11](=[CH:12][CH:13]=[C:14]([OH:19])[CH:15]=3)[O:10][CH2:9]2)[CH:2]=1.Br[CH2:21][C:22]1[CH:27]=[CH:26][CH:25]=[C:24]([CH3:28])[N:23]=1>>[CH3:21][C:22]1[N:23]=[C:24]([CH2:28][O:19][C:14]2[CH:15]=[C:16]3[C:11](=[CH:12][CH:13]=2)[O:10][CH2:9][C@@H:8]([CH2:7][C:3]2[CH:2]=[N:1][CH:6]=[CH:5][CH:4]=2)[C@@H:17]3[OH:18])[CH:25]=[CH:26][CH:27]=1. Procedure details: By the method of Example 5, 0.50 g (1.95 mmol) of trans-3-(3-pyridylmethyl)-4,6-chromandiol and 400 mg (2.15 mmol) of 2-(bromomethyl)-6-methyl pyridine were converted to present title product, purified by flash chromatography on silica gel using ethyl acetate as eluant to yield purified title product, o.14 g (20%), m.p. 66°-68° C.